From a dataset of the Open Reaction Database (ORD), a public repository of structured organic reaction records. describe an organic reaction: reactants, conditions, products, and yield The reactants are C(C)(=O)O[C@@H](C(=O)O)CC(C1=CC=CC=C1)=O ((R)-2-acetoxy-4-oxo-4-phenylbutyric acid), [H][H] (hydrogen). Reagents/catalysts: [Pd] (palladium on carbon). Run in C(C)(=O)O (acetic acid). Product: O[C@@H](C(=O)O)CCC1=CC=CC=C1 ((R)-2-hydroxy-4-phenylbutyric Acid). As a reaction SMILES: C([O:4][C@H:5]([CH2:9][C:10](=O)[C:11]1[CH:16]=[CH:15][CH:14]=[CH:13][CH:12]=1)[C:6]([OH:8])=[O:7])(=O)C.[H][H]>C(O)(=O)C.[Pd]>[OH:4][C@H:5]([CH2:9][CH2:10][C:11]1[CH:16]=[CH:15][CH:14]=[CH:13][CH:12]=1)[C:6]([OH:8])=[O:7]. Procedure: (R)-2-acetoxy-4-oxo-4-phenylbutyric acid (2.36 g) was dissolved in 15 ml of acetic acid, and 0.21 g of 5% by weight palladium on carbon (water content 50%) were added thereto. The mixture was stirred in a hydrogen atmosphere at 60° C. for 24 hours. Palladium on carbon was separated by filtration, and the solvent was then distilled off. Thirty milliliters of 1−N hydrochloric acid were added to the resulting (R)-2-acetoxy-4-phenylbutyric acid, and the mixture was heat-refluxed for 3 hours while be... Reactants: CS(=O)(=O)Cl (methanesulphonyl chloride), Cl.C1(=CC=C(C=C1)S(=O)(=O)OC1N2CCC(CC1)C2)C (p-toluenesulphonyloxy-1-azabicyclo[3.2.1]-octane hydrochloride), endo-1-azabicyclo[3.2.1]-octan-4-ol, C1(=CC=C(C=C1)S(=O)(=O)Cl)C (p-toluenesulphonyl chloride). Run in C(Cl)(Cl)Cl (chloroform), C(Cl)(Cl)Cl (chloroform), [OH-].[Na+] (sodium hydroxide). Yields the product CS(=O)(=O)N1CCC=CCC1 (1-methylsulphonyl-2,3,6,7-tetrahydro-1H-azepine). As a reaction SMILES: Cl.C1(C)C=CC(S(O[CH:12]2[CH2:18][CH2:17][CH:16]3C[N:13]2[CH2:14][CH2:15]3)(=O)=O)=CC=1.C1(C)C=C[C:24]([S:27](Cl)(=[O:29])=[O:28])=CC=1.CS(Cl)(=O)=O>C(Cl)(Cl)Cl.[OH-].[Na+]>[CH3:24][S:27]([N:13]1[CH2:12][CH2:18][CH:17]=[CH:16][CH2:15][CH2:14]1)(=[O:29])=[O:28] |f:0.1,5.6|. Procedure details: 15.9 g (0.05 mol) of endo-4-(p-toluenesulphonyloxy-1-azabicyclo[3.2.1]-octane hydrochloride with a melting point of 146°-148°, which, according to W. Kunz, Thesis, University of Basel 1973, 6349, page 92, can be obtained by reacting endo-1-azabicyclo[3.2.1]-octan-4-ol, which is described in this thesis and in J. Org. Chem. 33, 4376-4380 (1968), with the approximately 1.2-fold molar amount of p-toluenesulphonyl chloride in absolute chloroform at room temperature for a reaction period of about 48 ... Reactants: CC1=NC2=C(N1C1CC3CCC(C1)N3CCC3(CCN(CC3)C(=O)C3=CC=C(C=C3)S(=O)(=O)N)C3=CC=CC=C3)C=CC=C2 (4-[(4-{2-[3-(2-methyl-1H-benzimidazol-1-yl)-8-azabicyclo[3.2.1]oct-8-yl]ethyl}-4-phenylpiperidin-1-yl)carbonyl]-benzene-sulfonamide), C(C)(=O)Br (acetyl bromide), C(C)(C)N(C(C)C)CC (N,N-diisopropylethyl amine). The solvent is ClCCl (dichloromethane). Run at time 8 hour. Yields the product C(C)(=O)NS(=O)(=O)C1=CC=C(C=C1)C(=O)N1CCC(CC1)(C1=CC=CC=C1)CCN1C2CC(CC1CC2)N2C(=NC1=C2C=CC=C1)C (N-acetyl-4-[(4-{2-[3-(2-methyl-1H-benzimidazol-1-yl)-8-azabicyclo[3.2.1]oct-8-yl]ethyl}-4-phenylpiperidin-1-yl)carbonyl]benzene-sulfonamide). Yield: 64.9%. Reaction SMILES: [CH3:1][C:2]1[N:6]([CH:7]2[CH2:13][CH:12]3[N:14]([CH2:15][CH2:16][C:17]4([C:35]5[CH:40]=[CH:39][CH:38]=[CH:37][CH:36]=5)[CH2:22][CH2:21][N:20]([C:23]([C:25]5[CH:30]=[CH:29][C:28]([S:31]([NH2:34])(=[O:33])=[O:32])=[CH:27][CH:26]=5)=[O:24])[CH2:19][CH2:18]4)[CH:9]([CH2:10][CH2:11]3)[CH2:8]2)[C:5]2[CH:41]=[CH:42][CH:43]=[CH:44][C:4]=2[N:3]=1.[C:45](Br)(=[O:47])[CH3:46].C(N(CC)C(C)C)(C)C>ClCCl>[C:45]([NH:34][S:31]([C:28]1[CH:27]=[CH:26][C:25]([C:23]([N:20]2[CH2:21][CH2:22][C:17]([CH2:16][CH2:15][N:14]3[CH:12]4[CH2:11][CH2:10][CH:9]3[CH2:8][CH:7]([N:6]3[C:5]5[CH:41]=[CH:42][CH:43]=[CH:44][C:4]=5[N:3]=[C:2]3[CH3:1])[CH2:13]4)([C:35]3[CH:36]=[CH:37][CH:38]=[CH:39][CH:40]=3)[CH2:18][CH2:19]2)=[O:24])=[CH:30][CH:29]=1)(=[O:33])=[O:32])(=[O:47])[CH3:46]. Reported procedure: To a precooled (0° C.) solution of 4-[(4-{2-[3-(2-methyl-1H-benzimidazol-1-yl)-8-azabicyclo[3.2.1]oct-8-yl]ethyl}-4-phenylpiperidin-1-yl)carbonyl]-benzene-sulfonamide (20 mg, 0.033 mmol) in dichloromethane (2 mL) was added acetyl bromide (4.2 mg, 0.034 mmol) and N,N-diisopropylethyl amine (12 μL, 0.66 mmol). The resulting mixture was stirred overnight at ambient temperature. After evaporation of the solvent, the crude product was purified by flash chromatography on silical gel, eluting with a gr... Starting materials: O (water), C(C=C)(=O)Cl (Propenoyl chloride), ice, NC=1C=C(C(=O)OCC)C=CC1 (ethyl 3-aminobenzoate). Run in CC(=O)C (acetone). Conditions: time 30 minute. The product is C(C=C)(=O)NC=1C=C(C(=O)OCC)C=CC1 (Ethyl 3-propenoylaminobenzoate). Yield: 37.0%. RXN SMILES: [C:1](Cl)(=[O:4])[CH:2]=[CH2:3].[NH2:6][C:7]1[CH:8]=[C:9]([CH:15]=[CH:16][CH:17]=1)[C:10]([O:12][CH2:13][CH3:14])=[O:11].O>CC(C)=O>[C:1]([NH:6][C:7]1[CH:8]=[C:9]([CH:15]=[CH:16][CH:17]=1)[C:10]([O:12][CH2:13][CH3:14])=[O:11])(=[O:4])[CH:2]=[CH2:3]. Procedure: Propenoyl chloride (668 mg, 600 ul, 7.4 mMole) was added dropwise to an ice-cold solution of ethyl 3-aminobenzoate (2.0 gm, 12 mMole) in 10 ml of acetone. The solution was stirred for 30 minutes on ice and then for 30 minutes at room temperature. 50 ml of water was added and the yellowish oil was separated by decantation. It was washed with water and then dissolved in 15 ml of diethl ether. This solution was washed with 10% (w/v) sodium bicarbonate, water and then dried over anhydrous sodium car...